From a dataset of the Open Reaction Database (ORD), a public repository of structured organic reaction records. describe an organic reaction: reactants, conditions, products, and yield Reactants: Cc1ccc(N2CCNCC2)cc1C, CCN(C(C)C)C(C)C, O=CCCc1cc(-c2ccccc2)n(-c2ccccc2)n1. The product is Cc1ccc(N2CCN(CCCc3cc(-c4ccccc4)n(-c4ccccc4)n3)CC2)cc1C. Reaction SMILES: [CH3:22][c:23]1[cH:24][c:25]([N:30]2[CH2:31][CH2:32][NH:33][CH2:34][CH2:35]2)[cH:26][cH:27][c:28]1[CH3:29].[CH:36]([N:37]([CH2:38][CH3:39])[CH:40]([CH3:41])[CH3:42])([CH3:43])[CH3:44].[c:1]1(-[n:7]2[n:8][c:9]([CH2:18][CH2:19][CH:20]=[O:21])[cH:10][c:11]2-[c:12]2[cH:13][cH:14][cH:15][cH:16][cH:17]2)[cH:2][cH:3][cH:4][cH:5][cH:6]1>>[c:1]1(-[n:7]2[n:8][c:9]([CH2:18][CH2:19][CH2:20][N:33]3[CH2:32][CH2:31][N:30]([c:25]4[cH:24][c:23]([CH3:22])[c:28]([CH3:29])[cH:27][cH:26]4)[CH2:35][CH2:34]3)[cH:10][c:11]2-[c:12]2[cH:13][cH:14][cH:15][cH:16][cH:17]2)[cH:2][cH:3][cH:4][cH:5][cH:6]1. Starting materials: ClCCCBr, O=C([O-])[O-], CCOCC, CC(C)=O, [K+], [K+], Cc1cc(=O)c2ccc(O)cc2o1. Yields the product Cc1cc(=O)c2ccc(OCCCCl)cc2o1. Reaction SMILES: [Br:14][CH2:15][CH2:16][CH2:17][Cl:18].[C:19](=[O:20])([O-:21])[O-:22].[CH2:29]([O:30][CH2:31][CH3:32])[CH3:33].[CH3:25][C:26](=[O:27])[CH3:28].[K+:23].[K+:24].[OH:1][c:2]1[cH:3][cH:4][c:5]2[c:6](=[O:13])[cH:7][c:8]([CH3:12])[o:9][c:10]2[cH:11]1>>[O:1]([c:2]1[cH:3][cH:4][c:5]2[c:6](=[O:13])[cH:7][c:8]([CH3:12])[o:9][c:10]2[cH:11]1)[CH2:15][CH2:16][CH2:17][Cl:18]. Starting materials: Cl.O=C1CCC=2C=C(C=NC2N1)/C=C/C(=O)O ((2E)-3-(7-oxo-5,6,7,8-tetrahydro-1,8-naphthyridin-3-yl)acrylic acid hydrochloride), Cl.C(C1=CC=CC=C1)OC1CNC1 (3-(Benzyloxy)azetidine hydrochloride), CCN(C(C)C)C(C)C (DIPEA), CCN=C=NCCCN(C)C (EDAC). Reagents/catalysts: CN(C)C=1C=CN=CC1 (DMAP). Run in CN(C)C=O (DMF). Conditions: time 8 hour. The product is C(C1=CC=CC=C1)OC1CN(C1)C(/C=C/C=1C=C2CCC(NC2=NC1)=O)=O (6-{(1E)-3-[3-(Benzyloxy)azetidin-1-yl]-3-oxoprop-1-en-1-yl}-3,4-dihydro-1,8-naphthyridin-2(1H)-one). Yield: 37.8%. Reaction SMILES: Cl.[O:2]=[C:3]1[NH:12][C:11]2[N:10]=[CH:9][C:8](/[CH:13]=[CH:14]/[C:15]([OH:17])=O)=[CH:7][C:6]=2[CH2:5][CH2:4]1.Cl.[CH2:19]([O:26][CH:27]1[CH2:30][NH:29][CH2:28]1)[C:20]1[CH:25]=[CH:24][CH:23]=[CH:22][CH:21]=1.CCN(C(C)C)C(C)C.CCN=C=NCCCN(C)C>CN(C1C=CN=CC=1)C.CN(C=O)C>[CH2:19]([O:26][CH:27]1[CH2:28][N:29]([C:15](=[O:17])/[CH:14]=[CH:13]/[C:8]2[CH:7]=[C:6]3[C:11](=[N:10][CH:9]=2)[NH:12][C:3](=[O:2])[CH2:4][CH2:5]3)[CH2:30]1)[C:20]1[CH:21]=[CH:22][CH:23]=[CH:24][CH:25]=1 |f:0.1,2.3|. Procedure details: A 16 mL vial flask was successively charged with (2E)-3-(7-oxo-5,6,7,8-tetrahydro-1,8-naphthyridin-3-yl)acrylic acid hydrochloride (60 mg, 0.24 mmol), DMF (5.8 mL), 3-(benzyloxy)azetidine hydrochloride (58 mg, 0.29 mmol; which may be prepared as described in Step 2), DIPEA (96 μL, 0.58 mmol), DMAP (2.4 mg, 0.02 mmol) and EDAC (56 mg, 0.29 mmol). The reaction mixture was stirred at room temperature overnight and concentrated to dryness. The residue was purified by precipitation in MeOH/H2O and th... The reactants are CC(CO)N1C=NC=2C=NC=3C=CC=CC3C21 (beta-methyl-1H-imidazo[4,5-c]quinoline-1-ethanol), C(C)(=O)OC(C)=O (acetic anhydride), ClC1=CC(=CC=C1)C(=O)OO (meta-chloroperbenzoic acid). Solvent: CO (methanol). Conditions: temperature 100 celsius, time 0.5 hour. The product is C(C)(=O)OCC(C)N1C=NC=2C=[N+](C=3C=CC=CC3C21)[O-] (1-(2-acetoxy-1-methylethyl)-1H-imidazo[4,5-c]-quinolin-5-oxide). RXN SMILES: [CH3:1][CH:2]([N:5]1[C:17]2[C:16]3[CH:15]=[CH:14][CH:13]=[CH:12][C:11]=3[N:10]=[CH:9][C:8]=2[N:7]=[CH:6]1)[CH2:3][OH:4].[C:18](OC(=O)C)(=[O:20])[CH3:19].ClC1C=CC=C(C(OO)=[O:33])C=1>CO>[C:18]([O:4][CH2:3][CH:2]([N:5]1[C:17]2[C:16]3[CH:15]=[CH:14][CH:13]=[CH:12][C:11]=3[N+:10]([O-:33])=[CH:9][C:8]=2[N:7]=[CH:6]1)[CH3:1])(=[O:20])[CH3:19]. Procedure: A mixture of 13.1 g (0.058 mole) of beta-methyl-1H-imidazo[4,5-c]quinoline-1-ethanol and 35 ml of acetic anhydride was heated at about 100° C. for two hours. To this solution was added 350 ml of methanol and the solution was stirred for about 0.5 hour. The solution was evaporated in vacuo and the residue was added to a saturated sodium bicarbonate solution. The mixture was extracted with chloroform, the extracts were dried over magnesium sulfate and concentrated to a volume of about 150 ml. To t... Starting materials: C(C)OC(CC(=O)N1CCC(CC1)OC1=C(C=CC(=C1)F)Cl)=O (3-[4-(2-chloro-5-fluoro-phenoxy)-piperidin-1-yl]-3-oxo-propionic acid ethyl ester), CO (methanol), O (H2O), O[Li].O (LiOH.H2O). The solvent is C1CCOC1 (THF). Conditions: time 30 minute. Yields the product ClC1=C(OC2CCN(CC2)C(CC(=O)O)=O)C=C(C=C1)F (3-[4-(2-chloro-5-fluoro-phenoxy)-piperidin-1-yl]-3-oxo-propionic acid). The yield is 73.1%. RXN SMILES: C([O:3][C:4](=[O:23])[CH2:5][C:6]([N:8]1[CH2:13][CH2:12][CH:11]([O:14][C:15]2[CH:20]=[C:19]([F:21])[CH:18]=[CH:17][C:16]=2[Cl:22])[CH2:10][CH2:9]1)=[O:7])C.CO.O.O[Li].O>C1COCC1>[Cl:22][C:16]1[CH:17]=[CH:18][C:19]([F:21])=[CH:20][C:15]=1[O:14][CH:11]1[CH2:10][CH2:9][N:8]([C:6](=[O:7])[CH2:5][C:4]([OH:23])=[O:3])[CH2:13][CH2:12]1 |f:3.4|. Procedure details: To a stirred solution of malonic acid monoethyl ester (0.5 g, 0.00377 mole) in DMF (10 mL) was added DIPEA (1.18 g, 0.0094 mole), HOBt (0.608 g, 0.0045 mole) and EDCI.HCl (0.865 g, 0.0045 mole). After 2 minutes 4-(2-chloro-5-fluoro-phenoxy)-piperidine hydrochloride (1 g, 0.003 7 mole) and the resulting mixture was stirred overnight. The reaction mixture was then diluted with cold water and the product was extracted with ethyl acetate. The organic layers were dried over sodium sulfate and concent... Reactants: BrP(Br)(c1ccccc1)(c1ccccc1)c1ccccc1, CC#N, OCCCCC1CCCC1. Yields the product BrCCCCC1CCCC1. Reaction SMILES: [Br:11][P:12]([Br:13])([c:14]1[cH:15][cH:16][cH:17][cH:18][cH:19]1)([c:20]1[cH:21][cH:22][cH:23][cH:24][cH:25]1)[c:26]1[cH:27][cH:28][cH:29][cH:30][cH:31]1.[CH3:32][C:33]#[N:34].[CH:1]1([CH2:6][CH2:7][CH2:8][CH2:9][OH:10])[CH2:2][CH2:3][CH2:4][CH2:5]1>>[CH:1]1([CH2:6][CH2:7][CH2:8][CH2:9][Br:11])[CH2:2][CH2:3][CH2:4][CH2:5]1.